Task: describe an organic reaction: reactants, conditions, products, and yield. Dataset: the Open Reaction Database (ORD), a public repository of structured organic reaction records Reactants: COc1c(C#N)cc2ccccc2c1C(=O)Cl, NCC(CCO)c1ccc(Cl)c(Cl)c1, ClCCl, [Na+], [OH-]. Product: COc1c(C#N)cc2ccccc2c1C(=O)NCC(CCO)c1ccc(Cl)c(Cl)c1. As a reaction SMILES: [C:17](#[N:18])[c:19]1[c:20]([O:32][CH3:33])[c:21]([C:29](=[O:30])[Cl:31])[c:22]2[cH:23][cH:24][cH:25][cH:26][c:27]2[cH:28]1.[Cl:1][c:2]1[cH:3][c:4]([CH:9]([CH2:10][NH2:11])[CH2:12][CH2:13][OH:14])[cH:5][cH:6][c:7]1[Cl:8].[Cl:34][CH2:35][Cl:36].[Na+:16].[OH-:15]>>[Cl:1][c:2]1[cH:3][c:4]([CH:9]([CH2:10][NH:11][C:29]([c:21]2[c:20]([O:32][CH3:33])[c:19]([C:17]#[N:18])[cH:28][c:27]3[c:22]2[cH:23][cH:24][cH:25][cH:26]3)=[O:30])[CH2:12][CH2:13][OH:14])[cH:5][cH:6][c:7]1[Cl:8].